describe an organic reaction: reactants, conditions, products, and yield From a dataset of the Open Reaction Database (ORD), a public repository of structured organic reaction records. The reactants are Brc1cc2nccc(Nc3ccc4[nH]ccc4c3)c2s1, CS(C)=O, O=Cc1ccc(B(O)O)cc1. The product is O=Cc1ccc(-c2cc3nccc(Nc4ccc5[nH]ccc5c4)c3s2)cc1. As a reaction SMILES: [Br:12][c:13]1[cH:14][c:15]2[n:16][cH:17][cH:18][c:19]([NH:22][c:23]3[cH:24][c:25]4[cH:26][cH:27][nH:28][c:29]4[cH:30][cH:31]3)[c:20]2[s:21]1.[CH3:32][S:33]([CH3:34])=[O:35].[CH:1](=[O:2])[c:3]1[cH:4][cH:5][c:6]([B:9]([OH:10])[OH:11])[cH:7][cH:8]1>>[CH:1](=[O:2])[c:3]1[cH:4][cH:5][c:6](-[c:13]2[cH:14][c:15]3[n:16][cH:17][cH:18][c:19]([NH:22][c:23]4[cH:24][c:25]5[cH:26][cH:27][nH:28][c:29]5[cH:30][cH:31]4)[c:20]3[s:21]2)[cH:7][cH:8]1. Starting materials: NC1=C2C=CN=CC2=CC=C1 (5-aminoisoquinoline), IC (iodomethane). Run in CC(=O)C (acetone). Run at time 2 hour. The product is [I-].NC1=C2C=C[N+](=CC2=CC=C1)C (5-Amino-2-methylisoquinolinium Iodide). Reaction SMILES: [NH2:1][C:2]1[CH:11]=[CH:10][CH:9]=[C:8]2[C:3]=1[CH:4]=[CH:5][N:6]=[CH:7]2.[I:12][CH3:13]>CC(C)=O>[I-:12].[NH2:1][C:2]1[CH:11]=[CH:10][CH:9]=[C:8]2[C:3]=1[CH:4]=[CH:5][N+:6]([CH3:13])=[CH:7]2 |f:3.4|. Procedure details: To a solution of 5-aminoisoquinoline (14.4 g, 100 mmol) in acetone (300 ml) was added iodomethane (14.4 ml). The solution was briefly stirred and then allowed to stand for 2 h. The yellow precipitate was then filtered, washed with acetone and dried to afford the title compound as a yellow solid (18.8 g). The reactants are CN1N(C(C(=C1C)C(=O)NC1=CC(=C(OC2=CC(=NC=C2)C(=O)N)C=C1)F)=O)C1=CC=CC=C1 (4-(4-(1,5-dimethyl-3-oxo-2-phenyl-2,3-dihydro-1H-pyrazole-4-carboxamido)-2-fluorophenoxy)picolinamide), C(C)(=O)OI(OC(C)=O)C1=CC=CC=C1 (PhI(OAc)2), CC#N (MeCN), O (H2O). Run in CCOC(=O)C (EtOAc), C(=O)(O)[O-].[Na+] (NaHCO3). Reaction conditions: temperature 0 celsius, time 30 minute. Product: NC1=NC=CC(=C1)OC1=C(C=C(C=C1)NC(=O)C=1C(N(N(C1C)C)C1=CC=CC=C1)=O)F (N-(4-((2-aminopyridin-4-yl)oxy)-3-fluorophenyl)-1,5-dimethyl-3-oxo-2-phenyl-2,3-dihydro-1H-pyrazole-4-carboxamide). Isolated yield 56.0%. RXN SMILES: [CH3:1][N:2]1[C:6]([CH3:7])=[C:5]([C:8]([NH:10][C:11]2[CH:26]=[CH:25][C:14]([O:15][C:16]3[CH:21]=[CH:20][N:19]=[C:18](C(N)=O)[CH:17]=3)=[C:13]([F:27])[CH:12]=2)=[O:9])[C:4](=[O:28])[N:3]1[C:29]1[CH:34]=[CH:33][CH:32]=[CH:31][CH:30]=1.C(OI(C1C=CC=CC=1)OC(=O)C)(=O)C.CC#[N:52].O>CCOC(C)=O.C([O-])(O)=O.[Na+]>[NH2:52][C:18]1[CH:17]=[C:16]([O:15][C:14]2[CH:25]=[CH:26][C:11]([NH:10][C:8]([C:5]3[C:4](=[O:28])[N:3]([C:29]4[CH:30]=[CH:31][CH:32]=[CH:33][CH:34]=4)[N:2]([CH3:1])[C:6]=3[CH3:7])=[O:9])=[CH:12][C:13]=2[F:27])[CH:21]=[CH:20][N:19]=1 |f:5.6|. Procedure details: A solution of 4-(4-(1,5-dimethyl-3-oxo-2-phenyl-2,3-dihydro-1H-pyrazole-4-carboxamido)-2-fluorophenoxy)picolinamide (0.4 g, 0.86 mmol) and PhI(OAc)2 (419 mg, 1.5 mmol) in a mixture of EtOAc (8 mL), MeCN (8 mL) and H2O (4 mL) was cooled to 0° C. and stirred for 30 minutes. The reaction was then allowed to warm to rt, and stirred for another 8 h. The mixture was diluted with NaHCO3 (aq., 60 mL) and extracted with EtOAc (100 mL×3). The combined organic phases were washed with brine, dried over Na2S... Reactants: C(#N)C1=CC=C(C=C1)N1C(OC(C1)COC1=CC=C(C=C1)CC(=O)OC)=O (3-p-cyanophenyl-5-(p-methoxycarbonyimethylphenoxymethyl)oxazolidin-2-one), N1=CC=CC=C1 (pyridine), S (H2S). Run in C(C)N(CC)CC (triethylamine). Reaction conditions: time 14 hour. Yields the product C(N)(=N)C1=CC=C(C=C1)N1C(OC(C1)COC1=CC=C(C=C1)CC(=O)OC)=O (3-p-amidinophenyl-5-(p-methoxycarbonylmethylphenoxymethyl)oxazolidin-2-one). RXN SMILES: S.[C:2]([C:4]1[CH:9]=[CH:8][C:7]([N:10]2[CH2:14][CH:13]([CH2:15][O:16][C:17]3[CH:22]=[CH:21][C:20]([CH2:23][C:24]([O:26][CH3:27])=[O:25])=[CH:19][CH:18]=3)[O:12][C:11]2=[O:28])=[CH:6][CH:5]=1)#[N:3].[N:29]1C=CC=CC=1>C(N(CC)CC)C>[C:2]([C:4]1[CH:5]=[CH:6][C:7]([N:10]2[CH2:14][CH:13]([CH2:15][O:16][C:17]3[CH:22]=[CH:21][C:20]([CH2:23][C:24]([O:26][CH3:27])=[O:25])=[CH:19][CH:18]=3)[O:12][C:11]2=[O:28])=[CH:8][CH:9]=1)(=[NH:29])[NH2:3]. Procedure: H2S gas is passed, at -10°, into a solution of 1.2 g of 3-p-cyanophenyl-5-(p-methoxycarbonyimethylphenoxymethyl)oxazolidin-2-one (obtainable in accordance with Example 1) in 50 ml of pyridine and 7 ml of triethylamine. The mixture is subsequently stirred at room temperature for 14 h and concentrated by evaporation; the residue is dissolved in 50 ml of acetone and treated with 9 ml of methyl iodide. After this mixture has been stirred for a further 6 h, it is filtered and the residue is washed wi... The reactants are O=C([O-])[O-], CI, CN(C)C=O, [K+], [K+], O, O=C1NC(=O)C(c2cn3c4c(cccc24)CCC3)=C1c1c[nH]c2ccccc12. The product is CN1C(=O)C(c2c[nH]c3ccccc23)=C(c2cn3c4c(cccc24)CCC3)C1=O. Reaction SMILES: [C:29](=[O:30])([O-:31])[O-:32].[CH3:35][I:36].[CH3:38][N:39]([CH3:40])[CH:41]=[O:42].[K+:33].[K+:34].[OH2:37].[c:1]1([C:13]2=[C:17]([c:18]3[cH:19][nH:20][c:21]4[cH:22][cH:23][cH:24][cH:25][c:26]34)[C:16](=[O:27])[NH:15][C:14]2=[O:28])[cH:2][n:3]2[c:12]3[c:7]([cH:8][cH:9][cH:10][c:11]13)[CH2:6][CH2:5][CH2:4]2>>[c:1]1([C:13]2=[C:17]([c:18]3[cH:19][nH:20][c:21]4[cH:22][cH:23][cH:24][cH:25][c:26]34)[C:16](=[O:27])[N:15]([CH3:29])[C:14]2=[O:28])[cH:2][n:3]2[c:12]3[c:7]([cH:8][cH:9][cH:10][c:11]13)[CH2:6][CH2:5][CH2:4]2.